From a dataset of the Open Reaction Database (ORD), a public repository of structured organic reaction records. describe an organic reaction: reactants, conditions, products, and yield Reaction SMILES: [C-:1]#[N:2].[Na+].[Cl-:4].[NH4+:5].[S:6]1[CH:10]=[CH:9][C:8]([CH:11]=O)=[CH:7]1>O.C([O-])(O)=O.[Na+]>[ClH:4].[NH2:5][CH:11]([C:8]1[CH:9]=[CH:10][S:6][CH:7]=1)[C:1]#[N:2] |f:0.1,2.3,6.7,8.9|. Procedure details: Sodium cyanide (3.77 g, 77 mmol) was dissolved in water (40 ml) followed by ammonium chloride (4.53 g, 84.7 mmol). Thiophene-3-carboxaldehyde (Aldrich, 8.66 g, 77 mmol) was dissolved in MEOH (60 ml) and added via addition funnel to the rapidly stirring solution in a steady stream. The reaction was allowed to proceed at room temperature overnight. The reaction was diluted with saturated NaHCO3 and extracted with diethylether (3×100 ml). Organics were combined and washed with saturated NaCl and dr... Conditions: time 8 hour. Starting materials: [Cl-].[NH4+] (ammonium chloride), [C-]#N.[Na+] (Sodium cyanide), S1C=C(C=C1)C=O (Thiophene-3-carboxaldehyde). The solvent is C(=O)(O)[O-].[Na+] (NaHCO3), O (water). Yields the product Cl.NC(C#N)C1=CSC=C1 (2-amino-2-(3-thiophenyl) acetonitrile hydrochloride). The reactants are CCOC(=O)c1cnn(C(C)(C)C)c1C(F)(F)F, CO, [Li+], [OH-], O. Yields the product CC(C)(C)n1ncc(C(=O)O)c1C(F)(F)F. RXN SMILES: [CH2:1]([CH3:2])[O:3][C:4](=[O:5])[c:6]1[cH:7][n:8][n:9]([C:15]([CH3:16])([CH3:17])[CH3:18])[c:10]1[C:11]([F:12])([F:13])[F:14].[CH3:22][OH:23].[Li+:19].[OH-:20].[OH2:21]>>[O:3]=[C:4]([OH:5])[c:6]1[cH:7][n:8][n:9]([C:15]([CH3:16])([CH3:17])[CH3:18])[c:10]1[C:11]([F:12])([F:13])[F:14].